From a dataset of the Open Reaction Database (ORD), a public repository of structured organic reaction records. describe an organic reaction: reactants, conditions, products, and yield Reactants: CCNC(=O)c1cccc(Br)c1, CC(C)C(O)(c1ccc(B(O)O)cc1)c1cn(C(c2ccccc2)(c2ccccc2)c2ccccc2)cn1, c1ccc(P(c2ccccc2)(c2ccccc2)[Pd](P(c2ccccc2)(c2ccccc2)c2ccccc2)(P(c2ccccc2)(c2ccccc2)c2ccccc2)P(c2ccccc2)(c2ccccc2)c2ccccc2)cc1. Yields the product CCNC(=O)c1cccc(-c2ccc(C(O)(c3cn(C(c4ccccc4)(c4ccccc4)c4ccccc4)cn3)C(C)C)cc2)c1. Reaction SMILES: [Br:39][c:40]1[cH:41][c:42]([C:43](=[O:44])[NH:45][CH2:46][CH3:47])[cH:48][cH:49][cH:50]1.[OH:1][C:2]([CH:3]([CH3:4])[CH3:5])([c:6]1[n:7][cH:8][n:9]([C:11]([c:12]2[cH:13][cH:14][cH:15][cH:16][cH:17]2)([c:18]2[cH:19][cH:20][cH:21][cH:22][cH:23]2)[c:24]2[cH:25][cH:26][cH:27][cH:28][cH:29]2)[cH:10]1)[c:30]1[cH:31][cH:32][c:33]([B:36]([OH:37])[OH:38])[cH:34][cH:35]1.[cH:51]1[cH:52][cH:53][c:54]([P:55]([Pd:56]([P:57]([c:58]2[cH:59][cH:60][cH:61][cH:62][cH:63]2)([c:64]2[cH:65][cH:66][cH:67][cH:68][cH:69]2)[c:70]2[cH:71][cH:72][cH:73][cH:74][cH:75]2)([P:76]([c:77]2[cH:78][cH:79][cH:80][cH:81][cH:82]2)([c:83]2[cH:84][cH:85][cH:86][cH:87][cH:88]2)[c:89]2[cH:90][cH:91][cH:92][cH:93][cH:94]2)[P:95]([c:96]2[cH:97][cH:98][cH:99][cH:100][cH:101]2)([c:102]2[cH:103][cH:104][cH:105][cH:106][cH:107]2)[c:108]2[cH:109][cH:110][cH:111][cH:112][cH:113]2)([c:114]2[cH:115][cH:116][cH:117][cH:118][cH:119]2)[c:120]2[cH:121][cH:122][cH:123][cH:124][cH:125]2)[cH:126][cH:127]1>>[OH:1][C:2]([CH:3]([CH3:4])[CH3:5])([c:6]1[n:7][cH:8][n:9]([C:11]([c:12]2[cH:13][cH:14][cH:15][cH:16][cH:17]2)([c:18]2[cH:19][cH:20][cH:21][cH:22][cH:23]2)[c:24]2[cH:25][cH:26][cH:27][cH:28][cH:29]2)[cH:10]1)[c:30]1[cH:31][cH:32][c:33](-[c:40]2[cH:41][c:42]([C:43](=[O:44])[NH:45][CH2:46][CH3:47])[cH:48][cH:49][cH:50]2)[cH:34][cH:35]1. Isolated yield 31.0%. Yields the product CC1(CC2=C(B(O1)O)C=CC=C2)C (3,3-Dimethyl-3,4-dihydro-benzo[c][1,2]oxaborinin-1-ol). Procedure details: To a solution of 1-(2-bromophenyl)-2-methylpropan-2-ol (3.48 g, 15 mmol) in THF (100 mL) cooled to −78° C. was added n-butyllithium (15.2 mL, 2.5M in hexanes) in a dropwise fashion. The reaction was permitted to stir for 10 minutes, prior to the addition of triisopropylborate (10.5 mL, 45 mmol). The reaction was permitted to stir for 16 hours, gradually warming to room temperature. Aqueous hydrochloric acid (10 mL, 6M) was added, and the mixture stirred for 1 hour. The reaction was diluted with ... Conditions: time 10 minute. As a reaction SMILES: Br[C:2]1[CH:7]=[CH:6][CH:5]=[CH:4][C:3]=1[CH2:8][C:9]([CH3:12])([OH:11])[CH3:10].C([Li])CCC.C([O:21][B:22](OC(C)C)OC(C)C)(C)C.Cl>C1COCC1.CCOC(C)=O.O>[CH3:10][C:9]1([CH3:12])[O:11][B:22]([OH:21])[C:2]2[CH:7]=[CH:6][CH:5]=[CH:4][C:3]=2[CH2:8]1. Solvent: CCOC(=O)C (EtOAc), O (water), C1CCOC1 (THF). Reactants: Cl (hydrochloric acid), BrC1=C(C=CC=C1)CC(C)(O)C (1-(2-bromophenyl)-2-methylpropan-2-ol), C(C)(C)OB(OC(C)C)OC(C)C (triisopropylborate), C(CCC)[Li] (n-butyllithium). Reactants: [I-].[Na+] (sodium iodide), C(CCCCCCCCCCCCCCCCC=C)(=O)O (18-Nonadecenoic acid), C(C)(=O)[O-].[Na+] (sodium aceate), alkane, C1(CCCCC1)BC1CCCCC1 (dicylohexylborane), organoborane, CC=1C=CC(=CC1)S(=O)(=O)NCl (chloramine-T). Product: ICCCCCCCCCCCCCCCCCCC(=O)O (19-Iodononadecanoic acid). Reaction SMILES: [C:1]([OH:21])(=[O:20])[CH2:2][CH2:3][CH2:4][CH2:5][CH2:6][CH2:7][CH2:8][CH2:9][CH2:10][CH2:11][CH2:12][CH2:13][CH2:14][CH2:15][CH2:16][CH2:17][CH:18]=[CH2:19].C1(BC2CCCCC2)CCCCC1.C([O-])(=O)C.[Na+].[I-:40].[Na+].CC1C=CC(S(NCl)(=O)=O)=CC=1>>[I:40][CH2:19][CH2:18][CH2:17][CH2:16][CH2:15][CH2:14][CH2:13][CH2:12][CH2:11][CH2:10][CH2:9][CH2:8][CH2:7][CH2:6][CH2:5][CH2:4][CH2:3][CH2:2][C:1]([OH:21])=[O:20] |f:2.3,4.5|. Procedure details: 18-Nonadecenoic acid (100 mg, 0.34 mmol) was hydroborated with dicylohexylborane (0.7 mmol) at 0° C. The organoborane was iodinated with sodium aceate (0.7 mmol), sodium iodide (0.35 mmol), and chloramine-T (0.7 mmol). The product was isolated by column chromotography on silica gel (10% ethyl acetate:hexane):yield 129 mg (89%); m/e=424.5 (calcd 424.5); NMR (CDCl3) 1.2 δ (s, 30H, alkane), 2.1 (m, 4H, --CH2CO2H--CH2I), 3.0 (t, 2H, --CH2I), 11.9 (s, 1H, --CO2H). Reactants: BrCCCCCCC (bromo-heptane), [Mg] (magnesium), C(\C=C\C)=O (crotonaldehyde), ice, [Cl-].[NH4+] (ammonium chloride). Reagents/catalysts: BrCCCCCCC (bromo-heptane). The solvent is C1(=CC=CC=C1)C (toluene), O (water), O1CCCC1 (tetrahydrofuran), C(C)(=O)O (acetic acid), C1(=CC=CC=C1)C (toluene). Reaction conditions: temperature 10 celsius. Product: CC=CC(CCCCCCC)O (undec-2-en-4-ol). Isolated yield 82.1%. As a reaction SMILES: [Mg].Br[CH2:3][CH2:4][CH2:5][CH2:6][CH2:7][CH2:8][CH3:9].[CH:10](=[O:14])/[CH:11]=[CH:12]/[CH3:13].[Cl-].[NH4+]>C1(C)C=CC=CC=1.O.BrCCCCCCC.C(O)(=O)C.O1CCCC1>[CH3:13][CH:12]=[CH:11][CH:10]([OH:14])[CH2:3][CH2:4][CH2:5][CH2:6][CH2:7][CH2:8][CH3:9] |f:3.4|. Procedure: Under an atmosphere of nitrogen the flask is charged with 121 g magnesium and 720 g tetrahydrofuran. The Grignard-reaction is started with 5 g bromo-heptane. Then, a solution of 908 g bromo-heptane in 1000 g toluene is added dropwise within 260 minutes under stirring. The reaction mixture is kept between 55 and 60° C. The resulting dark solution is cooled to 10° C. and a solution of 357 g crotonaldehyde in 500 g toluene is added dropwise within 105 minutes, during which the pot temperature is ke... Product: CC(C)(O)C#Cc1nc(N(CC(Cc2ccc(C(F)(F)F)cc2)NC(=O)OC(C)(C)C)C(=O)OC(C)(C)C)sc1-c1ccc2cnccc2c1. Reactants: CC(C)(O)C#Cc1nc(N(CC(Cc2ccc(C(F)(F)F)cc2)NC(=O)OC(C)(C)C)C(=O)OC(C)(C)C)sc1Br, [Na+], [Na+], O=C([O-])[O-], C1COCCO1, O, OB(O)c1ccc2cnccc2c1. Reaction SMILES: [Br:1][c:2]1[c:3]([C:36]#[C:37][C:38]([CH3:39])([CH3:40])[OH:41])[n:4][c:5]([N:7]([CH2:8][CH:9]([CH2:10][c:11]2[cH:12][cH:13][c:14]([C:17]([F:18])([F:19])[F:20])[cH:15][cH:16]2)[NH:21][C:22]([O:23][C:24]([CH3:25])([CH3:26])[CH3:27])=[O:28])[C:29](=[O:30])[O:31][C:32]([CH3:33])([CH3:34])[CH3:35])[s:6]1.[Na+:55].[Na+:56].[O-:57][C:58](=[O:59])[O-:60].[O:62]1[CH2:63][CH2:64][O:65][CH2:66][CH2:67]1.[OH2:61].[cH:42]1[n:43][cH:44][cH:45][c:46]2[cH:47][c:48]([B:52]([OH:53])[OH:54])[cH:49][cH:50][c:51]12>>[c:2]1(-[c:48]2[cH:47][c:46]3[cH:45][cH:44][n:43][cH:42][c:51]3[cH:50][cH:49]2)[c:3]([C:36]#[C:37][C:38]([CH3:39])([CH3:40])[OH:41])[n:4][c:5]([N:7]([CH2:8][CH:9]([CH2:10][c:11]2[cH:12][cH:13][c:14]([C:17]([F:18])([F:19])[F:20])[cH:15][cH:16]2)[NH:21][C:22]([O:23][C:24]([CH3:25])([CH3:26])[CH3:27])=[O:28])[C:29](=[O:30])[O:31][C:32]([CH3:33])([CH3:34])[CH3:35])[s:6]1. The reactants are C1=CC=CC=2C3=CC=CC=C3C(C12)COC(=O)NC(C/C=C/C(=O)O)(C)C ((2E)-5-(((9H-flouren-9-yl)methoxy)-carbonylamino)-5-methylhex-2-enoic acid), ON1N=NC2=C1N=CC=C2 (1-hydroxy-7-azabenzotriazole), Cl.C(C)N=C=NCCCN(C)C (1-ethyl-3-(3-dimethylaminopropyl)carbodiimide hydrochloride), N1[C@@H](CCC1)COCC(=O)N(C)[C@@H](C(=O)N([C@H](CC1=CC=C(C=C1)OC)C(NC)=O)C)CC1=CC=C(C=C1)C1=CC=CC=C1 ((2R)-2-(N-((((2S)-2-Pyrrolidinyl)methoxy)acetyl)-N-methylamino)-N-methyl-N-((1R)-1-(methylcarbamoyl)-2-(4-methoxyphenyl)ethyl)-3-(biphenyl-4-yl)propionamide), CN(C(=O)[C@@H](CC1=CC=CC=C1)N(C(C(CC1=CC2=CC=CC=C2C=C1)NC)=O)C)C (N-((1R)-1-dimethylcarbamoyl-2-phenylethyl)-N-methyl-2-methylamino-3-(2-naphthyl)propionamide), C(C)(C)N(CC)C(C)C (diisopropylethylamine). Solvent: ClCCl (dichloromethane), ClCCl (dichloromethane). Conditions: time 30 minute. Product: C1=CC=CC=2C3=CC=CC=C3C(C12)COC(NC(C\C=C\C(N(C)[C@H](CC1=CC2=CC=CC=C2C=C1)C(N(C)[C@H](CC1=CC=CC=C1)C(N(C)C)=O)=O)=O)(C)C)=O (((3E)-4-(N-((1R)-1-(N-((1R)-1-dimethylcarbamoyl-2-phenylethyl)-N-methylcarbamoyl)-2-(2-naphthyl)ethyl)-N-methylcarbamoyl)-1,1-dimethylbut-3-enyl)carbamic acid 9H-flouren-9-ylmethyl ester). The yield is 68.1%. RXN SMILES: [CH:1]1[C:13]2[CH:12]([CH2:14][O:15][C:16]([NH:18][C:19]([CH3:27])([CH3:26])[CH2:20]/[CH:21]=[CH:22]/[C:23](O)=[O:24])=[O:17])[C:11]3[C:6](=[CH:7][CH:8]=[CH:9][CH:10]=3)[C:5]=2[CH:4]=[CH:3][CH:2]=1.ON1C2N=CC=CC=2N=N1.Cl.C(N=C=NCCCN(C)C)C.N1CCC[C@H]1COCC(N([C@H](CC1C=CC(C2C=CC=CC=2)=CC=1)C(N(C)[C@@H](C(=O)NC)CC1C=CC(OC)=CC=1)=O)C)=O.[CH3:94][N:95]([CH3:124])[C:96]([C@H:98]([N:106]([CH3:123])[C:107](=[O:122])[CH:108]([NH:120][CH3:121])[CH2:109][C:110]1[CH:119]=[CH:118][C:117]2[C:112](=[CH:113][CH:114]=[CH:115][CH:116]=2)[CH:111]=1)[CH2:99][C:100]1[CH:105]=[CH:104][CH:103]=[CH:102][CH:101]=1)=[O:97].C(N(C(C)C)CC)(C)C>ClCCl>[CH:1]1[C:13]2[CH:12]([CH2:14][O:15][C:16](=[O:17])[NH:18][C:19]([CH3:26])([CH3:27])[CH2:20]/[CH:21]=[CH:22]/[C:23](=[O:24])[N:120]([C@@H:108]([C:107](=[O:122])[N:106]([C@@H:98]([C:96](=[O:97])[N:95]([CH3:94])[CH3:124])[CH2:99][C:100]3[CH:101]=[CH:102][CH:103]=[CH:104][CH:105]=3)[CH3:123])[CH2:109][C:110]3[CH:119]=[CH:118][C:117]4[C:112](=[CH:113][CH:114]=[CH:115][CH:116]=4)[CH:111]=3)[CH3:121])[C:11]3[C:6](=[CH:7][CH:8]=[CH:9][CH:10]=3)[C:5]=2[CH:4]=[CH:3][CH:2]=1 |f:2.3|. Procedure details: To a solution of (2E)-5-(((9H-flouren-9-yl)methoxy)-carbonylamino)-5-methylhex-2-enoic acid (280 mg, 0.77 mmol) in dichloromethane (5 ml) were added 1-hydroxy-7-azabenzotriazole (126 mg, 0.92 mmol) and 1-ethyl-3-(3-dimethylaminopropyl)carbodiimide hydrochloride (207 mg, 1.08 mmol) and the mixture was stirred for 30 min. Then 2R)-N-((1R)-1-dimethylcarbamoyl-2-phenylethyl)-N-methyl-2-methylamino-3-(2-naphthyl)propionamide (386 mg, 0.92 mmol) in dichloromethane (5 ml) and diisopropylethylamine (0.1... Starting materials: CS(N)(=O)=O, CN(C)c1ccncc1, CN(C)C=O, Cc1c(OCC(=O)O)cccc1-n1nc2c(c1N)c(=O)[nH]c1ccccc12. Yields the product Cc1c(OCC(=O)NS(C)(=O)=O)cccc1-n1nc2c(c1N)c(=O)[nH]c1ccccc12. As a reaction SMILES: [CH3:28][S:29](=[O:30])(=[O:31])[NH2:32].[CH3:33][N:34]([CH3:35])[c:36]1[cH:37][cH:38][n:39][cH:40][cH:41]1.[CH3:42][N:43]([CH3:44])[CH:45]=[O:46].[NH2:1][c:2]1[n:3](-[c:16]2[c:17]([CH3:27])[c:18]([O:19][CH2:20][C:21](=[O:22])[OH:23])[cH:24][cH:25][cH:26]2)[n:4][c:5]2[c:6]1[c:7](=[O:15])[nH:8][c:9]1[cH:10][cH:11][cH:12][cH:13][c:14]21>>[NH2:1][c:2]1[n:3](-[c:16]2[c:17]([CH3:27])[c:18]([O:19][CH2:20][C:21](=[O:22])[NH:32][S:29]([CH3:28])(=[O:30])=[O:31])[cH:24][cH:25][cH:26]2)[n:4][c:5]2[c:6]1[c:7](=[O:15])[nH:8][c:9]1[cH:10][cH:11][cH:12][cH:13][c:14]21. Reactants: [Cl-].[NH4+] (ammonium chloride), N1=C(C=CC=C1)C1=CN=C2N1C=C(C=C2)C=2C(=NN(C2)C(C2=CC=CC=C2)(C2=CC=CC=C2)C2=CC=CC=C2)C(=O)OC (methyl 4-[3-(pyridin-2-yl)imidazo-[1,2-a]pyridin-6-yl]-1-trityl-1H-pyrazole-3-carboxylate), [OH-].[Na+] (sodium hydroxide), CO (methanol). The solvent is O (water), C(C)(=O)OCC (ethyl acetate), O1CCCC1 (tetrahydrofuran). Run at temperature 50 celsius, time 4 hour. Product: N1=C(C=CC=C1)C1=CN=C2N1C=C(C=C2)C=2C(=NN(C2)C(C2=CC=CC=C2)(C2=CC=CC=C2)C2=CC=CC=C2)C(=O)O (4-[3-(pyridin-2-yl)imidazo-[1,2-a]pyridin-6-yl]-1-trityl-1H-pyrazole-3-carboxylic acid). Yield: 77.4%. RXN SMILES: [N:1]1[CH:6]=[CH:5][CH:4]=[CH:3][C:2]=1[C:7]1[N:11]2[CH:12]=[C:13]([C:16]3[C:17]([C:40]([O:42]C)=[O:41])=[N:18][N:19]([C:21]([C:34]4[CH:39]=[CH:38][CH:37]=[CH:36][CH:35]=4)([C:28]4[CH:33]=[CH:32][CH:31]=[CH:30][CH:29]=4)[C:22]4[CH:27]=[CH:26][CH:25]=[CH:24][CH:23]=4)[CH:20]=3)[CH:14]=[CH:15][C:10]2=[N:9][CH:8]=1.[OH-].[Na+].CO.[Cl-].[NH4+]>O.C(OCC)(=O)C.O1CCCC1>[N:1]1[CH:6]=[CH:5][CH:4]=[CH:3][C:2]=1[C:7]1[N:11]2[CH:12]=[C:13]([C:16]3[C:17]([C:40]([OH:42])=[O:41])=[N:18][N:19]([C:21]([C:22]4[CH:27]=[CH:26][CH:25]=[CH:24][CH:23]=4)([C:34]4[CH:35]=[CH:36][CH:37]=[CH:38][CH:39]=4)[C:28]4[CH:33]=[CH:32][CH:31]=[CH:30][CH:29]=4)[CH:20]=3)[CH:14]=[CH:15][C:10]2=[N:9][CH:8]=1 |f:1.2,4.5|. Procedure details: A mixture of 228 mg methyl 4-[3-(pyridin-2-yl)imidazo-[1,2-a]pyridin-6-yl]-1-trityl-1H-pyrazole-3-carboxylate (compound in Example 366), 0.8 mL of 1 N aqueous sodium hydroxide, 5 mL methanol and 3 mL tetrahydrofuran was stirred at 50° C. for 4 hours. Saturated ammonium chloride, ethyl acetate and water were added to the reaction solution, and then the organic layer was separated, washed with brine and dried over anhydrous sodium sulfate. The drying agent was filtered off, and the filtrate was ev... The reactants are FC1=NC=CC=C1C1=CC(=CN1)CN(C(OC(C)(C)C)=O)C (tert-butyl {[5-(2-fluoropyridin-3-yl)-1H-pyrrol-3-yl]methyl}methylcarbamate), C1COCCOCCOCCOCCO1 (15-crown-5), O1C=C(C=C1)S(=O)(=O)Cl (furan-3-sulfonyl chloride), [H-].[Na+] (sodium hydride). Solvent: O1CCCC1 (tetrahydrofuran), O1CCCC1 (tetrahydrofuran), O (water). Conditions: time 1.5 hour. Product: FC1=NC=CC=C1C1=CC(=CN1S(=O)(=O)C1=COC=C1)CN(C(OC(C)(C)C)=O)C (tert-butyl {[5-(2-fluoropyridin-3-yl)-1-(3-furylsulfonyl)-1H-pyrrol-3-yl]methyl}methylcarbamate). The yield is 72.7%. Reaction SMILES: [H-].[Na+].[F:3][C:4]1[C:9]([C:10]2[NH:14][CH:13]=[C:12]([CH2:15][N:16]([CH3:24])[C:17](=[O:23])[O:18][C:19]([CH3:22])([CH3:21])[CH3:20])[CH:11]=2)=[CH:8][CH:7]=[CH:6][N:5]=1.C1OCCOCCOCCOCCOC1.[O:40]1[CH:44]=[CH:43][C:42]([S:45](Cl)(=[O:47])=[O:46])=[CH:41]1>O1CCCC1.O>[F:3][C:4]1[C:9]([C:10]2[N:14]([S:45]([C:42]3[CH:43]=[CH:44][O:40][CH:41]=3)(=[O:47])=[O:46])[CH:13]=[C:12]([CH2:15][N:16]([CH3:24])[C:17](=[O:23])[O:18][C:19]([CH3:20])([CH3:21])[CH3:22])[CH:11]=2)=[CH:8][CH:7]=[CH:6][N:5]=1 |f:0.1|. Reported procedure: To a suspension of sodium hydride (60% in oil, 48 mg) in tetrahydrofuran (2 mL) were added dropwise a solution of tert-butyl {[5-(2-fluoropyridin-3-yl)-1H-pyrrol-3-yl]methyl}methylcarbamate (244 mg) in tetrahydrofuran (1 mL), 15-crown-5 (266 mg) and furan-3-sulfonyl chloride (147 mg) under ice-cooling and the mixture was stirred for 1.5 hr. The reaction mixture was diluted with water, and extracted with ethyl acetate. The separated aqueous layer was extracted again with ethyl acetate. The combin...